The task is: describe an organic reaction: reactants, conditions, products, and yield. This data is from the Open Reaction Database (ORD), a public repository of structured organic reaction records. Run at temperature 100 celsius, time 4 hour. Procedure: 46.0 g (0.3 mol) of phosphorus oxychloride was added to 73.1 g (1.0 mol) of N,N-dimethylformamide, and 15.1 g (0.1 mol) of guanine (manufactured by Sumika Fine Chemicals Co., Ltd.) was then added, followed by stirring at 100° C. for 4 hours. After cooling, 100 ml of water was carefully added at 20° C. After stirring at room temperature for 24 hours, the precipitating crystal was collected by filtration and dissolved in 100 ml of 25% aqueous ammonia with heating, and the insoluble substances were... Product: white crystal, NC1=NC(=C2NC=NC2=N1)Cl (2-amino-6-chloropurine). The yield is 55.0%. The solvent is O (water). As a reaction SMILES: P(Cl)(Cl)([Cl:3])=O.CN(C)C=O.[NH:11]1[C:20](=O)[C:19]2[NH:18][CH:17]=[N:16][C:15]=2[N:14]=[C:12]1[NH2:13]>O>[NH2:13][C:12]1[N:14]=[C:15]2[C:19]([NH:18][CH:17]=[N:16]2)=[C:20]([Cl:3])[N:11]=1. Reactants: P(=O)(Cl)(Cl)Cl (phosphorus oxychloride), CN(C=O)C (N,N-dimethylformamide), N1C(N)=NC=2N=CNC2C1=O (guanine). Starting materials: NC=1C=C(C(=O)O)C=C(C1OCC(F)(F)F)S(N)(=O)=O (3-amino-5-sulphamyl-4-(β, β, β-trifluoroethoxy)-benzoic acid), C(C1=CC=CC=C1)Br (benzyl bromide), C(C)O (ethanol). Product: C(C1=CC=CC=C1)NC=1C=C(C(=O)OCC)C=C(C1OCC(F)(F)F)S(N)(=O)=O (Ethyl 3-benzylamino-5-sulphamyl-4-(β,β, β-trifluoroethoxy)-benzoate). As a reaction SMILES: [NH2:1][C:2]1[CH:3]=[C:4]([CH:8]=[C:9]([S:17](=[O:20])(=[O:19])[NH2:18])[C:10]=1[O:11][CH2:12][C:13]([F:16])([F:15])[F:14])[C:5]([OH:7])=[O:6].[CH2:21](Br)[C:22]1[CH:27]=[CH:26][CH:25]=[CH:24][CH:23]=1.[CH2:29](O)[CH3:30]>>[CH2:21]([NH:1][C:2]1[CH:3]=[C:4]([CH:8]=[C:9]([S:17](=[O:19])(=[O:20])[NH2:18])[C:10]=1[O:11][CH2:12][C:13]([F:14])([F:16])[F:15])[C:5]([O:7][CH2:29][CH3:30])=[O:6])[C:22]1[CH:27]=[CH:26][CH:25]=[CH:24][CH:23]=1. Reported procedure: A mixture of 3-amino-5-sulphamyl-4-(β, β, β-trifluoroethoxy)-benzoic acid (0.6 g), benzyl bromide (1.2 g), and dry ethanol (8 ml) was refluxed for 5 hours. After cooling, the precipitated ethyl 3-benzylamino-5-sulphamyl-4-(β, β, β-trifluoroethoxy)-benzoate was collected by suction and recrystallized from dry ethanol. After drying, the compound had a melting point of 163-165°C. Starting materials: CC(Nc1cncc(Cl)n1)c1ccccc1, c1ccc2[nH]cnc2c1. The product is CC(Nc1cncc(-n2cnc3ccccc32)n1)c1ccccc1. RXN SMILES: [Cl:1][c:2]1[cH:3][n:4][cH:5][c:6]([NH:8][CH:9]([CH3:10])[c:11]2[cH:12][cH:13][cH:14][cH:15][cH:16]2)[n:7]1.[n:17]1[cH:18][nH:19][c:20]2[c:21]1[cH:22][cH:23][cH:24][cH:25]2>>[c:2]1(-[n:17]2[cH:18][n:19][c:20]3[c:21]2[cH:22][cH:23][cH:24][cH:25]3)[cH:3][n:4][cH:5][c:6]([NH:8][CH:9]([CH3:10])[c:11]2[cH:12][cH:13][cH:14][cH:15][cH:16]2)[n:7]1. Starting materials: O=C([O-])O, CO, [Na+], O, COC(=O)CC=CCC(=O)NCCc1ccccc1. Product: O=C(O)CC=CCC(=O)NCCc1ccccc1. As a reaction SMILES: [C:20](=[O:21])([OH:22])[O-:23].[CH3:25][OH:26].[Na+:24].[OH2:27].[c:1]1([CH2:7][CH2:8][NH:9][C:10](=[O:11])[CH2:12][CH:13]=[CH:14][CH2:15][C:16](=[O:17])[O:18][CH3:19])[cH:2][cH:3][cH:4][cH:5][cH:6]1>>[c:1]1([CH2:7][CH2:8][NH:9][C:10](=[O:11])[CH2:12][CH:13]=[CH:14][CH2:15][C:16](=[O:17])[OH:18])[cH:2][cH:3][cH:4][cH:5][cH:6]1. Procedure details: Even the side-chain brominations of o-nitrotoluene in a carbon tetrachloride/water mixture using elementary bromine and under UV-irradiation, which have been described recently in German Democratic Republic patent specifications Nos. 74279 and 82463, provide only o-nitrobenzyl bromide in a yield of 45 to 55%. Continuation of the bromination did not prove advantageous. The process described in German Democratic Republic patent specification No. 118609 affords a somewhat better yield when o-nitrot... Yield: 45.0%. Product: [N+](=O)([O-])C1=C(CBr)C=CC=C1 (o-nitrobenzyl bromide). Reaction SMILES: [N+:1]([C:4]1[CH:9]=[CH:8][CH:7]=[CH:6][C:5]=1[CH3:10])([O-:3])=[O:2].C(Cl)(Cl)(Cl)Cl.O.[Br:17]Br>>[N+:1]([C:4]1[CH:9]=[CH:8][CH:7]=[CH:6][C:5]=1[CH2:10][Br:17])([O-:3])=[O:2] |f:1.2|. Starting materials: [N+](=O)([O-])C1=C(C=CC=C1)C (o-nitrotoluene), C(Cl)(Cl)(Cl)Cl.O (carbon tetrachloride water), BrBr (bromine). As a reaction SMILES: [CH3:1][O:2][C:3]1[CH:8]=[CH:7][C:6]([NH:9][C:10]2[N:11]=[N:12][C:13]([CH:16]([NH:18][C:19]([C:21]3O[CH:23]=[CH:24][CH:25]=3)=[O:20])[CH3:17])=[CH:14][N:15]=2)=[CH:5][CH:4]=1.NC(C1N=NC(NC2C=CC(OC)=CC=2)=NC=1)C.[S:44]1C=CC=C1C(Cl)=O>>[CH3:1][O:2][C:3]1[CH:8]=[CH:7][C:6]([NH:9][C:10]2[N:11]=[N:12][C:13]([CH:16]([NH:18][C:19]([C:21]3[S:44][CH:23]=[CH:24][CH:25]=3)=[O:20])[CH3:17])=[CH:14][N:15]=2)=[CH:5][CH:4]=1. Procedure details: In a similar manner as described for Intermediate 59, using 6-(1-aminoethyl)-N-[4-(methyloxy)phenyl]-1,2,4-triazin-3-amine (Intermediate 47) (100 mg, 0.41 mmol), and thiophene-2-carbonyl chloride (0.048 mL, 0.45 mmol) to afford N-[1-(3-{[4-(methyloxy)phenyl]amino}-1,2,4-triazin-6-yl)ethyl]-2-thiophenecarboxamide (115 mg) as a yellow solid. MS m/z 356 (M+1). Starting materials: COC1=CC=C(C=C1)NC=1N=NC(=CN1)C(C)NC(=O)C=1OC=CC1 (N[1-(3-{[4-(methyloxy)phenyl]amino}-1,2,4-triazin-6-yl)ethyl]-2-furancarboxamide), S1C(=CC=C1)C(=O)Cl (thiophene-2-carbonyl chloride), NC(C)C1=CN=C(N=N1)NC1=CC=C(C=C1)OC (6-(1-aminoethyl)-N-[4-(methyloxy)phenyl]-1,2,4-triazin-3-amine), NC(C)C1=CN=C(N=N1)NC1=CC=C(C=C1)OC (6-(1-aminoethyl)-N-[4-(methyloxy)phenyl]-1,2,4-triazin-3-amine). Yields the product COC1=CC=C(C=C1)NC=1N=NC(=CN1)C(C)NC(=O)C=1SC=CC1 (N-[1-(3-{[4-(methyloxy)phenyl]amino}-1,2,4-triazin-6-yl)ethyl]-2-thiophenecarboxamide).